From a dataset of the Open Reaction Database (ORD), a public repository of structured organic reaction records. describe an organic reaction: reactants, conditions, products, and yield Reactants: CCOCC (ether), BrC=1C=C2C(=CNC2=CC1)C (5-Bromo-3-methyl-1H-indole), BrC1=CC=C(C=C1)F (1-bromo-4-fluorobenzene), [OH-].[K+] (potassium hydroxide). The reagents and catalysts are [Cu]I (CuI). Run in O (water). Yields the product BrC=1C=C2C(=CN(C2=CC1)C1=CC=C(C=C1)F)C (5-Bromo-1-(4-fluoro-phenyl)-3-methyl-1H-indole). Yield: 12.3%. RXN SMILES: [Br:1][C:2]1[CH:3]=[C:4]2[C:8](=[CH:9][CH:10]=1)[NH:7][CH:6]=[C:5]2[CH3:11].Br[C:13]1[CH:18]=[CH:17][C:16]([F:19])=[CH:15][CH:14]=1.[OH-].[K+].CCOCC>[Cu]I.O>[Br:1][C:2]1[CH:3]=[C:4]2[C:8](=[CH:9][CH:10]=1)[N:7]([C:13]1[CH:18]=[CH:17][C:16]([F:19])=[CH:15][CH:14]=1)[CH:6]=[C:5]2[CH3:11] |f:2.3|. Procedure details: To 4.2 g (20 mmol) 5-Bromo-3-methyl-1H-indole [prepared according to Noland, Wayland E.; Reich, Charles. Synthesis and reactions of 5-bromoskatole and 5-bromo-1,3-dimethylindole. J. Org. Chem. (1967), 32(3), 828-32.] in 22 ml (0.2 mol) 1-bromo-4-fluorobenzene were added 5.6 g (0.1 mol) powdered potassium hydroxide and 1.14 g (60 mmol) CuI as powder. The suspension was heated to reflux for 0.5 h. At RT, ether and water were added, the phases were separated and the aqueous phase was extracted with... Reactants: BrC12CC3(CC(CC(C1)C3)C2)Br (1,3-dibromo-adamantane), C1(=CC=CC=C1)O (phenol), [Br-].[Br-].[Br-].[Al+3] (aluminum tribromide), [OH-].[Na+] (sodium hydroxide), acid, ice. Solvent: O (water). Reaction conditions: temperature 0 celsius, time 6 hour. The product is OC1=CC=C(C=C1)C12CC3(CC(CC(C1)C3)C2)C2=CC=C(C=C2)O (1,3-bis(4-hydroxy-phenyl)-adamantane). RXN SMILES: [OH-:1].[Na+].Br[C:4]12[CH2:13][CH:8]3[CH2:9][CH:10]([CH2:12][C:6](Br)([CH2:7]3)[CH2:5]1)[CH2:11]2.[C:15]1([OH:21])[CH:20]=[CH:19][CH:18]=[CH:17][CH:16]=1.[Br-].[Br-].[Br-].[Al+3]>O>[OH:21][C:15]1[CH:20]=[CH:19][C:18]([C:4]23[CH2:13][CH:8]4[CH2:9][CH:10]([CH2:12][C:6]([C:4]5[CH:13]=[CH:8][C:7]([OH:1])=[CH:6][CH:5]=5)([CH2:7]4)[CH2:5]2)[CH2:11]3)=[CH:17][CH:16]=1 |f:0.1,4.5.6.7|. Procedure details: A 500 mL five-neck flask equipped with a thermometer, an agitator, a reflux tube, a nitrogen introduction tube and an exhaust tube to a trap containing 30% aqueous sodium hydroxide was cooled in an ice bath. 6.47 g (0.022 mol) of 1,3-dibromo-adamantane, 200 ml of phenol and 2.6 g (0.01 mol) of aluminum tribromide were added to the flask and agitated at 0° C. for 6 hours. The mixture was heated to react at 60° C. for 4 hours. A reactant was poured into a 2,000 L of acid iced water. After the ice ... The solvent is O (water), O (water). Product: C1(=CC=CC=C1)O.CC(=O)C (Phenol Acetone). Procedure: A mixture of 400 grams (4.26 moles) of phenol, 20 grams (0.345 mole) of acetone, and 70 ml of phenolazeotrope-dried sulfonic acid cation exchange resin in acid form (DOWEX 50WX4 resin, H+ form, 4.08 meq/g dry resin) promoted as in Example 1 was brought to equilibrium in a stirred glass pot at 60° C. A 200-gram sample of liquid was removed from the pot. By distilling off excess phenol and water to final conditions of 200° C., 10 mm Hg vac, 7.25 grams of crystalline, light yellow solid was recover... As a reaction SMILES: [C:1]1([OH:7])[CH:6]=[CH:5][CH:4]=[CH:3][CH:2]=1.[CH3:8][C:9]([CH3:11])=[O:10].C(OC(C)=C)(C)=C>O>[C:1]1([OH:7])[CH:6]=[CH:5][CH:4]=[CH:3][CH:2]=1.[CH3:8][C:9]([CH3:11])=[O:10] |f:4.5|. Reactants: C1(=CC=CC=C1)O (phenol), CC(=O)C (acetone), sulfonic acid, C(=C)(C)OC(=C)C (bisisopropenyl ether), CC(=O)C (acetone). Starting materials: C(C1=CC=CC=C1)N(C1=C(C(=C(C=C1)F)C1=NNC=C1C1=CC=NC=C1)F)CC1=CC=CC=C1 (dibenzyl-[2,4-difluoro-3-(4-pyridin-4-yl-1H-pyrazol-3-yl)-phenyl]-amine). The reagents and catalysts are [OH-].[OH-].[Pd+2] (palladium hydroxide on carbon). Run in CO (methanol). Reaction conditions: time 12 hour. The product is FC1=C(C=CC(=C1C1=NNC=C1C1=CC=NC=C1)F)N (2,4-difluoro-3-(4-pyridin-4-yl-1H-pyrazol-3-yl)-phenylamine). Yield: 56.0%. As a reaction SMILES: C([N:8](CC1C=CC=CC=1)[C:9]1[CH:14]=[CH:13][C:12]([F:15])=[C:11]([C:16]2[C:20]([C:21]3[CH:26]=[CH:25][N:24]=[CH:23][CH:22]=3)=[CH:19][NH:18][N:17]=2)[C:10]=1[F:27])C1C=CC=CC=1>CO.[OH-].[OH-].[Pd+2]>[F:27][C:10]1[C:11]([C:16]2[C:20]([C:21]3[CH:26]=[CH:25][N:24]=[CH:23][CH:22]=3)=[CH:19][NH:18][N:17]=2)=[C:12]([F:15])[CH:13]=[CH:14][C:9]=1[NH2:8] |f:2.3.4|. Procedure: To dibenzyl-[2,4-difluoro-3-(4-pyridin-4-yl-1H-pyrazol-3-yl)-phenyl]-amine (1.795 g, 3.97 mmol) in methanol (100 mL) was added 20% palladium hydroxide on carbon (646 mg). The reaction was stirred under hydrogen atmosphere for 12 hours (45 psi). The reaction was filtered to remove the catalyst, and then concentrated under reduced pressure. The crude was purified by silica gel column chromatography eluting with methanol 7% in methylene chloride to give 2,4-difluoro-3-(4-pyridin-4-yl-1H-pyrazol-3-y... Starting materials: COC=1C2=C(N=CN1)CCNC2 (4-methoxy-5,6,7,8-tetrahydro-pyrido[4,3-d]pyrimidine), BrC=1C=C(C(=NC1)OC)Cl (5-bromo-3-chloro-2-methoxypyridine), CC(C)([O-])C.[Na+] (sodium tert-butoxide), CC(C)C1=CC(=C(C(=C1)C(C)C)C2=C(C=CC=C2)P(C3CCCCC3)C4CCCCC4)C(C)C (X-Phos). The reagents and catalysts are C(C)(=O)O[Pd]OC(C)=O (diacetoxypalladium). Run in CCCCCCC.COC(C)(C)C (heptane tert-butyl methyl ether), C1(=CC=CC=C1)C.C(C)(C)(C)O (toluene tert-butanol). Run at temperature 110 celsius, time 2 hour. Product: ClC=1C=C(C=NC1OC)N1CC2=C(N=CN=C2OC)CC1 (6-(5-chloro-6-methoxy-pyridin-3-yl)-4-methoxy-5,6,7,8-tetrahydro-pyrido[4,3-d]pyrimidine). The yield is 18.8%. As a reaction SMILES: [CH3:1][O:2][C:3]1[C:4]2[CH2:12][NH:11][CH2:10][CH2:9][C:5]=2[N:6]=[CH:7][N:8]=1.Br[C:14]1[CH:15]=[C:16]([Cl:22])[C:17]([O:20][CH3:21])=[N:18][CH:19]=1.CC(C)([O-])C.[Na+].CC(C1C=C(C(C)C)C(C2C=CC=CC=2P(C2CCCCC2)C2CCCCC2)=C(C(C)C)C=1)C>C(O[Pd]OC(=O)C)(=O)C.CCCCCCC.COC(C)(C)C.C1(C)C=CC=CC=1.C(O)(C)(C)C>[Cl:22][C:16]1[CH:15]=[C:14]([N:11]2[CH2:10][CH2:9][C:5]3[N:6]=[CH:7][N:8]=[C:3]([O:2][CH3:1])[C:4]=3[CH2:12]2)[CH:19]=[N:18][C:17]=1[O:20][CH3:21] |f:2.3,6.7,8.9|. Reported procedure: To a glass vial was added 4-methoxy-5,6,7,8-tetrahydro-pyrido[4,3-d]pyrimidine (WO 2008/130481, p 47) (0.273 g, 1.65 mmol), 5-bromo-3-chloro-2-methoxypyridine (0.368 g, 1.65 mmol), sodium tert-butoxide (318 mg, 3.31 mmol), diacetoxypalladium (0.037 g, 0.17 mmol), X-Phos (0.079 g, 0.17 mmol) and anhydrous toluene/tert-butanol, 5/1 (6 mL). The vial was flushed with a stream of argon for 15 sec and capped. The mixture was heated with stirring for 2 h at 110° C. then allowed to cool to room temperat... Reaction SMILES: [Br:20][c:21]1[cH:22][n:23][cH:24][cH:25][cH:26]1.[CH2:1]([CH2:2][CH:3]=[CH2:4])[N:5]1[CH2:6][CH:7]([S:10](=[O:11])(=[O:12])[c:13]2[cH:14][cH:15][c:16]([OH:19])[cH:17][cH:18]2)[CH2:8][CH2:9]1.[K+:27].[K+:28].[O-:29][C:30]([O-:31])=[O:32].[O:33]=[CH:34][N:35]([CH3:36])[CH3:37]>>[CH2:1]([CH2:2][CH:3]=[CH:4][c:21]1[cH:22][n:23][cH:24][cH:25][cH:26]1)[N:5]1[CH2:6][CH:7]([S:10](=[O:11])(=[O:12])[c:13]2[cH:14][cH:15][c:16]([OH:19])[cH:17][cH:18]2)[CH2:8][CH2:9]1. Starting materials: Brc1cccnc1, C=CCCN1CCC(S(=O)(=O)c2ccc(O)cc2)C1, [K+], [K+], O=C([O-])[O-], CN(C)C=O. The product is O=S(=O)(c1ccc(O)cc1)C1CCN(CCC=Cc2cccnc2)C1. The reactants are BrC=1C(=NC=CC1)CC1(C(N(C2=CC=C(C=C12)C)CCC(C)C)=O)O (3-((3-bromopyridin-2-yl)methyl)-3-hydroxy-1-isopentyl-5-methylindolin-2-one), CC=1C=C2C(C(N(C2=CC1)CCC1=CC=CC=C1)=O)=O (5-methyl-1-phenethylindoline-2,3-dione), CC1=NC=CC=C1 (2-methylpyridine). The product is OC1(C(N(C2=CC=C(C=C12)C)CCC1=CC=CC=C1)=O)CC1=NC=CC=C1 (3-hydroxy-5-methyl-1-phenethyl-3-(pyridin-2-ylmethyl)indolin-2-one). Reaction SMILES: Br[C:2]1[C:3]([CH2:8][C:9]2([OH:25])[C:17]3[C:12](=[CH:13][CH:14]=[C:15]([CH3:18])[CH:16]=3)[N:11]([CH2:19][CH2:20][CH:21]([CH3:23])[CH3:22])[C:10]2=[O:24])=[N:4][CH:5]=[CH:6][CH:7]=1.[CH3:26][C:27]1C=C2C(=C[CH:35]=1)N(CCC1C=CC=CC=1)C(=O)C2=O.CC1C=CC=CN=1>>[OH:25][C:9]1([CH2:8][C:3]2[CH:2]=[CH:7][CH:6]=[CH:5][N:4]=2)[C:17]2[C:12](=[CH:13][CH:14]=[C:15]([CH3:18])[CH:16]=2)[N:11]([CH2:19][CH2:20][C:21]2[CH:23]=[CH:35][CH:27]=[CH:26][CH:22]=2)[C:10]1=[O:24]. Procedure details: This compound was prepared in an analogous manner to 3-((3-bromopyridin-2-yl)methyl)-3-hydroxy-1-isopentyl-5-methylindolin-2-one using 5-methyl-1-phenethylindoline-2,3-dione and 2-methylpyridine (purchased from Fisher Scientific). 1H-NMR δ 8.6 (d, 1H), 7.65 (m, 1H), 7.27 (m, 6H), 7.05 (d, 1H), 6.98 (d, 1H), 6.71 (m, 2H), 4.6 (bs, OH), 3.5 (m, 1H), 3.8 (m, 1H), 3.1 (m, 2H), 2.95 (m, 2H), 2.21 (s, 3H). Calculated mass for C23H22N2O2, 358.17. Observed 359.1 (M+1).